From a dataset of the Open Reaction Database (ORD), a public repository of structured organic reaction records. describe an organic reaction: reactants, conditions, products, and yield Reported procedure: Ethyl chloroglyoxylate (8.76 mL) was added dropwise to a suspension of aluminum chloride (13.2 g, crushed) in methylene chloride (127 mL) under stirring and cooling with ice, and (2-methoxyethyl)phenylsulfide (12.0 g) was added dropwise thereto. The mixture was stirred at room temperature for 2 hours. The reaction mixture was poured into ice water (200 mL), and the mixture was stirred for 10 minutes. The organic layer was separated, washed with a saturated aqueous sodium hydrogen carbonate solut... The product is C(C)OC(C(=O)C1=CC=C(C=C1)SCCOC)=O (2-[4-(2-methoxyethylthio)phenyl]-2-oxoacetic acid ethyl ester). RXN SMILES: Cl[C:2](=[O:8])[C:3]([O:5][CH2:6][CH3:7])=[O:4].[Cl-].[Al+3].[Cl-].[Cl-].[CH3:13][O:14][CH2:15][CH2:16][S:17][C:18]1[CH:23]=[CH:22][CH:21]=[CH:20][CH:19]=1>C(Cl)Cl>[CH2:6]([O:5][C:3](=[O:4])[C:2]([C:21]1[CH:22]=[CH:23][C:18]([S:17][CH2:16][CH2:15][O:14][CH3:13])=[CH:19][CH:20]=1)=[O:8])[CH3:7] |f:1.2.3.4|. Solvent: C(Cl)Cl (methylene chloride). Starting materials: ice water, ClC(C(=O)OCC)=O (Ethyl chloroglyoxylate), [Cl-].[Al+3].[Cl-].[Cl-] (aluminum chloride), COCCSC1=CC=CC=C1 ((2-methoxyethyl)phenylsulfide). Starting materials: CSC=1S\C(\C(N1)=O)=C/C=1C=C2C=CC=NC2=CC1 (2-methylsulfanyl-5-[1-quinolin-6-yl-meth-(Z)-ylidene]-thiazol-4-one), COC1=CC=C(C=C1)[C@H](C)N (1-(S)-(4-methoxy-phenyl)-ethylamine), CCN(C(C)C)C(C)C (DIEA). Yields the product COC1=CC=C(C=C1)[C@H](C)NC=1S\C(\C(N1)=O)=C/C=1C=C2C=CC=NC2=CC1 (2-[(S)-1-(4-methoxy-phenyl)-ethylamino]-5-[1-quinolin-6-yl-meth-(Z)-ylidene]-thiazol-4-one). RXN SMILES: CS[C:3]1[S:4]/[C:5](=[CH:9]\[C:10]2[CH:11]=[C:12]3[C:17](=[CH:18][CH:19]=2)[N:16]=[CH:15][CH:14]=[CH:13]3)/[C:6](=[O:8])[N:7]=1.[CH3:20][O:21][C:22]1[CH:27]=[CH:26][C:25]([C@@H:28]([NH2:30])[CH3:29])=[CH:24][CH:23]=1.CCN(C(C)C)C(C)C>>[CH3:20][O:21][C:22]1[CH:27]=[CH:26][C:25]([C@@H:28]([NH:30][C:3]2[S:4]/[C:5](=[CH:9]\[C:10]3[CH:11]=[C:12]4[C:17](=[CH:18][CH:19]=3)[N:16]=[CH:15][CH:14]=[CH:13]4)/[C:6](=[O:8])[N:7]=2)[CH3:29])=[CH:24][CH:23]=1. Reported procedure: Similar procedure as described in example 1b was used, starting from 2-methylsulfanyl-5-[1-quinolin-6-yl-meth-(Z)-ylidene]-thiazol-4-one, 1-(S)-(4-methoxy-phenyl)-ethylamine and DIEA to give 2-[(S)-1-(4-methoxy-phenyl)-ethylamino]-5-[1-quinolin-6-yl-meth-(Z)-ylidene]-thiazol-4-one. LC-MS m/e 390 (MH+). Starting materials: C(C)(C)(C)C1=C(C(=CC(=C1)C(C)(C)C)N1N=C2C(=N1)C=CC(=C2)Cl)O (2,4-di-tert-butyl-6-(5-chloro-2H-benzo-triazol-2-yl)phenol), CN(C)[Zr](N(C)C)(N(C)C)N(C)C (Tetrakis(dimethylamino)zirconium). The solvent is CCCCC (pentane), CCCCC (pentane). Run at time 1 hour. Yields the product C(C)(C)(C)C1=C(O[Zr](N(C)C)(N(C)C)OC2=C(C=C(C=C2N2N=C3C(=N2)C=CC(=C3)Cl)C(C)(C)C)C(C)(C)C)C(=CC(=C1)C(C)(C)C)N1N=C3C(=N1)C=CC(=C3)Cl (Bis[2,4-di-tert-butyl-6-(5-chloro-2H-benzo-triazol-2-yl)phenoxy]bis-(dimethylamino) zirconium). Reaction SMILES: [C:1]([C:5]1[CH:10]=[C:9]([C:11]([CH3:14])([CH3:13])[CH3:12])[CH:8]=[C:7]([N:15]2[N:19]=[C:18]3[CH:20]=[CH:21][C:22]([Cl:24])=[CH:23][C:17]3=[N:16]2)[C:6]=1[OH:25])([CH3:4])([CH3:3])[CH3:2].CN([Zr:29]([N:36]([CH3:38])[CH3:37])([N:33]([CH3:35])[CH3:34])N(C)C)C>CCCCC>[C:1]([C:5]1[CH:10]=[C:9]([C:11]([CH3:14])([CH3:13])[CH3:12])[CH:8]=[C:7]([N:15]2[N:19]=[C:18]3[CH:20]=[CH:21][C:22]([Cl:24])=[CH:23][C:17]3=[N:16]2)[C:6]=1[O:25][Zr:29]([O:25][C:6]1[C:7]([N:15]2[N:19]=[C:18]3[CH:20]=[CH:21][C:22]([Cl:24])=[CH:23][C:17]3=[N:16]2)=[CH:8][C:9]([C:11]([CH3:14])([CH3:13])[CH3:12])=[CH:10][C:5]=1[C:1]([CH3:2])([CH3:3])[CH3:4])([N:33]([CH3:34])[CH3:35])[N:36]([CH3:37])[CH3:38])([CH3:2])([CH3:3])[CH3:4]. Procedure: In a dry box, 2,4-di-tert-butyl-6-(5-chloro-2H-benzo-triazol-2-yl)phenol (25 g, 70.11 mmol) was transferred to a 1 L round bottom flask and dissolved in pentane (150 ml) to from a solution. Tetrakis(dimethylamino)zirconium (9.38 g, 35.05 mmol) in pentane (150 ml) was added to this solution. The mixture was stirred for one hour and then the volatiles were removed under vacuum to obtain yellow solid. The yellow solid was used without further purification (yield, 91%). The reactants are CC[N+](CC)(CC)CC, Cc1ccc(CCl)cc1, [Cl-], Sc1ccc(Cl)cc1, [K+], [OH-], O. The product is Cc1ccc(CSc2ccc(Cl)cc2)cc1. RXN SMILES: [CH2:22]([N+:23]([CH2:24][CH3:25])([CH2:26][CH3:27])[CH2:28][CH3:29])[CH3:30].[CH3:11][c:12]1[cH:13][cH:14][c:15]([CH2:16][Cl:17])[cH:18][cH:19]1.[Cl-:21].[Cl:1][c:2]1[cH:3][cH:4][c:5]([SH:8])[cH:6][cH:7]1.[K+:10].[OH-:9].[OH2:20]>>[Cl:1][c:2]1[cH:3][cH:4][c:5]([S:8][CH2:16][c:15]2[cH:14][cH:13][c:12]([CH3:11])[cH:19][cH:18]2)[cH:6][cH:7]1. The reactants are CC=1C(=NC(=NC1)NC=1C=NN(C1)C)NC1CCC2(CCN(C2)C(=O)OC(C)(C)C)CC1 (tert-butyl 8-((5-methyl-2-((1-methyl-1H-pyrazol-4-yl)amino)pyrimidin-4-yl)amino)-2-azaspiro[4.5]decane-2-carboxylate), Cl (HCl), CCOC(=O)C (EtOAc). The solvent is C(Cl)Cl (DCM). Run at time 8 hour. Yields the product CC=1C(=NC(=NC1)NC=1C=NN(C1)C)NC1CCC2(CCNC2)CC1 (5-methyl-N2-(1-methyl-1H-pyrazol-4-yl)-N4-(2-azaspiro[4.5]decan-8-yl) pyrimidine-2,4-diamine). Isolated yield 93.2%. As a reaction SMILES: [CH3:1][C:2]1[C:3]([NH:15][CH:16]2[CH2:32][CH2:31][C:19]3([CH2:23][N:22](C(OC(C)(C)C)=O)[CH2:21][CH2:20]3)[CH2:18][CH2:17]2)=[N:4][C:5]([NH:8][C:9]2[CH:10]=[N:11][N:12]([CH3:14])[CH:13]=2)=[N:6][CH:7]=1.Cl.CCOC(C)=O>C(Cl)Cl>[CH3:1][C:2]1[C:3]([NH:15][CH:16]2[CH2:32][CH2:31][C:19]3([CH2:23][NH:22][CH2:21][CH2:20]3)[CH2:18][CH2:17]2)=[N:4][C:5]([NH:8][C:9]2[CH:10]=[N:11][N:12]([CH3:14])[CH:13]=2)=[N:6][CH:7]=1. Procedure details: To a solution of tert-butyl 8-((5-methyl-2-((1-methyl-1H-pyrazol-4-yl)amino)pyrimidin-4-yl)amino)-2-azaspiro[4.5]decane-2-carboxylate (290 mg, 0.66 mmol) in DCM (10 mL) was added a solution of HCl in EtOAc (10 mL, 40 mmol) and the reaction mixture was stirred at rt overnight and then concentrated in vacuo. The residue was dissolved in water (30 mL) and adjusted to pH=10 with a saturated Na2CO3 aqueous solution, then extracted with DCM (100 mL×3). The combined organic phases were washed with brin... Reactants: Oc1c(F)c(F)c(F)c(F)c1F, Nc1cc(C(=O)O)cc([N+](=O)[O-])c1, CON(C)C(=O)c1cc(N)cc([N+](=O)[O-])c1. Yields the product Nc1cc(C(=O)Oc2c(F)c(F)c(F)c(F)c2F)cc([N+](=O)[O-])c1. As a reaction SMILES: [F:30][c:31]1[c:32]([F:41])[c:33]([F:40])[c:34]([F:39])[c:35]([F:38])[c:36]1[OH:37].[NH2:17][c:18]1[cH:19][c:20]([C:27]([OH:28])=[O:29])[cH:21][c:22]([N+:23]([O-:24])=[O:25])[cH:26]1.[NH2:1][c:2]1[cH:3][c:4]([C:5](=[O:6])[N:7]([O:8][CH3:9])[CH3:10])[cH:11][c:12]([N+:14](=[O:15])[O-:16])[cH:13]1>>[NH2:1][c:2]1[cH:3][c:4]([C:5](=[O:6])[O:37][c:36]2[c:31]([F:30])[c:32]([F:41])[c:33]([F:40])[c:34]([F:39])[c:35]2[F:38])[cH:11][c:12]([N+:14](=[O:15])[O-:16])[cH:13]1. Starting materials: COC=1C=C(C=CC1OC)CCN1CC(C1)C(=O)C1=CC=C(C=C1)N1C=NC=C1 ([1-[2-(3,4-dimethoxyphenyl)ethyl]azetidin-3-yl][4-(1H-imidazol-1-yl)-phenyl]methanone), [OH-].[K+] (potassium hydroxide), NN (hydrazine). Solvent: C(COCCO)O (diethylene glycol). Yields the product COC=1C=C(C=CC1OC)CCN1CC(C1)CC1=CC=C(C=C1)N1C=NC=C1 (1-[4-[[1-[2-(3,4-Dimethoxyphenyl)ethyl]azetidin-3-yl]-methyl]phenyl]imidazole). RXN SMILES: [CH3:1][O:2][C:3]1[CH:4]=[C:5]([CH2:11][CH2:12][N:13]2[CH2:16][CH:15]([C:17]([C:19]3[CH:24]=[CH:23][C:22]([N:25]4[CH:29]=[CH:28][N:27]=[CH:26]4)=[CH:21][CH:20]=3)=O)[CH2:14]2)[CH:6]=[CH:7][C:8]=1[O:9][CH3:10].[OH-].[K+].NN>C(O)COCCO>[CH3:1][O:2][C:3]1[CH:4]=[C:5]([CH2:11][CH2:12][N:13]2[CH2:14][CH:15]([CH2:17][C:19]3[CH:24]=[CH:23][C:22]([N:25]4[CH:29]=[CH:28][N:27]=[CH:26]4)=[CH:21][CH:20]=3)[CH2:16]2)[CH:6]=[CH:7][C:8]=1[O:9][CH3:10] |f:1.2|. Procedure details: In a manner similar to Example 28, react [1-[2-(3,4-dimethoxyphenyl)ethyl]azetidin-3-yl][4-(1H-imidazol-1-yl)-phenyl]methanone with potassium hydroxide and hydrazine in diethylene glycol to obtain the title compound. Starting materials: Br.N=C1SC=CN1CCCF (2-imino-3-(3-fluoropropyl)thiazoline hydrobromide), C([O-])([O-])=O.[K+].[K+] (potassium carbonate). Procedure: 15 g (62.2 mmol) of 2-imino-3-(3-fluoropropyl)thiazoline hydrobromide (4: Z=Br) was dissolved in 150 ml of water, and 8.59 g (62.2 mmol) of anhydrous potassium carbonate was added. The mixture was stirred at room temperature for 10 minutes. The mixture was extracted with 150 ml of chloroform 4 times, and the organic layer was washed with saturated aqueous salt solution and dried over anhydrous sodium sulfate. The solvent was distilled off under reduced pressure to obtain 9.45 g of 2-imino-3-(3-f... Run in O (water). As a reaction SMILES: Br.[NH:2]=[C:3]1[N:7]([CH2:8][CH2:9][CH2:10][F:11])[CH:6]=[CH:5][S:4]1.C(=O)([O-])[O-].[K+].[K+]>O>[NH:2]=[C:3]1[N:7]([CH2:8][CH2:9][CH2:10][F:11])[CH:6]=[CH:5][S:4]1 |f:0.1,2.3.4|. Reaction conditions: time 10 minute. The yield is 94.8%. Yields the product N=C1SC=CN1CCCF (2-imino-3-(3-fluoropropyl)thiazoline). The reactants are C(C1=CC=CC=C1)OC(=C)C1=CC=C(C=C1)CO (α-Benzyloxy[4-(hydroxymethyl)styrene]), C(C1=CC=CC=C1)OC(=C)C1=CC(=CC=C1)CO (α-Benzyloxy[3-(hydroxymethyl)styrene]). Yields the product COC1=CC=C(COC(=C)C2=CC=CC=C2)C=C1 (α-(4-Methoxybenzyloxy)styrene). Reaction SMILES: [CH2:1]([O:8][C:9]([C:11]1[CH:16]=[CH:15][C:14](CO)=[CH:13][CH:12]=1)=[CH2:10])[C:2]1[CH:7]=[CH:6][CH:5]=[CH:4][CH:3]=1.[CH2:19]([O:26]C(C1C=CC=C(CO)C=1)=C)C1C=CC=CC=1>>[CH3:19][O:26][C:5]1[CH:4]=[CH:3][C:2]([CH2:1][O:8][C:9]([C:11]2[CH:12]=[CH:13][CH:14]=[CH:15][CH:16]=2)=[CH2:10])=[CH:7][CH:6]=1. Procedure details: α-Benzyloxy[4-(hydroxymethyl)styrene] and α-Benzyloxy[3-(hydroxymethyl)styrene] Starting materials: COc1ccc(C2(CN)OCCO2)cc1, CCN=C=NCCCN(C)C, CCN(C(C)C)C(C)C, O=C(O)c1cc2cc(Cl)ncc2[nH]1, ClCCl, On1nnc2ccccc21. Yields the product COc1ccc(C2(CNC(=O)c3cc4cc(Cl)ncc4[nH]3)OCCO2)cc1. Reaction SMILES: [CH3:1][O:2][c:3]1[cH:4][cH:5][c:6]([C:9]2([CH2:14][NH2:15])[O:10][CH2:11][CH2:12][O:13]2)[cH:7][cH:8]1.[CH3:48][CH2:49][N:50]=[C:51]=[N:52][CH2:53][CH2:54][CH2:55][N:56]([CH3:57])[CH3:58].[CH:16]([N:17]([CH2:18][CH3:19])[CH:20]([CH3:21])[CH3:22])([CH3:23])[CH3:24].[Cl:25][c:26]1[cH:27][c:28]2[c:29]([cH:30][n:31]1)[nH:32][c:33]([C:35](=[O:36])[OH:37])[cH:34]2.[Cl:59][CH2:60][Cl:61].[OH:38][n:39]1[c:40]2[c:41]([cH:42][cH:43][cH:44][cH:45]2)[n:46][n:47]1>>[CH3:1][O:2][c:3]1[cH:4][cH:5][c:6]([C:9]2([CH2:14][NH:15][C:35]([c:33]3[nH:32][c:29]4[c:28]([cH:27][c:26]([Cl:25])[n:31][cH:30]4)[cH:34]3)=[O:36])[O:10][CH2:11][CH2:12][O:13]2)[cH:7][cH:8]1.